From a dataset of the Open Reaction Database (ORD), a public repository of structured organic reaction records. describe an organic reaction: reactants, conditions, products, and yield Starting materials: C(O)(O)=O.FC1=C(C=CC(=C1F)F)NC(=N)N (1-(2,3,4-Trifluorophenyl)guanidine carbonate), β-keto esters, C1(=CC=CC=C1)C (toluene). The solvent is O (water). Yields the product FC1=C(C=CC(=C1F)F)NC1=NC=2CCCCC2C(=N1)O (2-((2,3,4-trifluorophenyl)amino)-5,6,7,8-tetrahydroquinazolin-4-ol). Isolated yield 54.6%. RXN SMILES: [C:1](=[O:4])(O)O.[F:5][C:6]1[C:11]([F:12])=[C:10]([F:13])[CH:9]=[CH:8][C:7]=1[NH:14][C:15]([NH2:17])=[NH:16].[C:18]1(C)[CH:23]=[CH:22][CH:21]=[CH:20][CH:19]=1>O>[F:5][C:6]1[C:11]([F:12])=[C:10]([F:13])[CH:9]=[CH:8][C:7]=1[NH:14][C:15]1[N:17]=[C:1]([OH:4])[C:19]2[CH2:20][CH2:21][CH2:22][CH2:23][C:18]=2[N:16]=1 |f:0.1|. Procedure details: 1-(2,3,4-Trifluorophenyl)guanidine carbonate (18.9 g, 100 mmol), β-keto esters (IV-1) (20.4 g, 120 mmol) and 120 mL of toluene were added to 250 mL of flask in sequence, the mixture was heated to reflux with a Dean Stark trap until all the water was removed, and continue refluxing for half an hour. After most of solvent was removed, the reaction solution was cooled to room temperature, the solid was filtered, washed with 20% ethanol aqueous solution and dried to obtain 16.1 g of white solid (II-... The reactants are [OH-].[Na+] (sodium hydroxide), C(C)OC=1C=C(C(=O)N2CCC3(CC2)OC2=CC=C(C=C2C(C3)=O)C=3C=NC=C(C(=O)OC)C3)C=C(C1C=1C=NN(C1)C)OC (Methyl 5-{1′-[3-ethoxy-5-methoxy-4-(1-methyl-1H-pyrazol-4-yl)benzoyl]-4-oxospiro[chroman-2,4′-piperidin]-6-yl}nicotinate). The solvent is CO (MeOH), C1CCOC1 (THF). Yields the product C(C)OC=1C=C(C(=O)N2CCC3(CC2)OC2=CC=C(C=C2C(C3)=O)C=3C=NC=C(C(=O)O)C3)C=C(C1C=1C=NN(C1)C)OC (5-{1′-[3-Ethoxy-5-methoxy-4-(1-methyl-1H-pyrazol-4-yl)benzoyl]-4-oxospiro[chroman-2,4′-piperidin]-6-yl}nicotinic acid). Reaction SMILES: [OH-].[Na+].[CH2:3]([O:5][C:6]1[CH:7]=[C:8]([CH:37]=[C:38]([O:46][CH3:47])[C:39]=1[C:40]1[CH:41]=[N:42][N:43]([CH3:45])[CH:44]=1)[C:9]([N:11]1[CH2:16][CH2:15][C:14]2([CH2:25][C:24](=[O:26])[C:23]3[C:18](=[CH:19][CH:20]=[C:21]([C:27]4[CH:28]=[N:29][CH:30]=[C:31]([CH:36]=4)[C:32]([O:34]C)=[O:33])[CH:22]=3)[O:17]2)[CH2:13][CH2:12]1)=[O:10])[CH3:4]>CO.C1COCC1>[CH2:3]([O:5][C:6]1[CH:7]=[C:8]([CH:37]=[C:38]([O:46][CH3:47])[C:39]=1[C:40]1[CH:41]=[N:42][N:43]([CH3:45])[CH:44]=1)[C:9]([N:11]1[CH2:16][CH2:15][C:14]2([CH2:25][C:24](=[O:26])[C:23]3[C:18](=[CH:19][CH:20]=[C:21]([C:27]4[CH:28]=[N:29][CH:30]=[C:31]([CH:36]=4)[C:32]([OH:34])=[O:33])[CH:22]=3)[O:17]2)[CH2:13][CH2:12]1)=[O:10])[CH3:4] |f:0.1|. Procedure: Aqueous 1 N sodium hydroxide solution (0.75 mL) was added to a solution of Methyl 5-{1′-[3-ethoxy-5-methoxy-4-(1-methyl-1H-pyrazol-4-yl)benzoyl]-4-oxospiro[chroman-2,4′-piperidin]-6-yl}nicotinate in MeOH (2 ml) and THF (2 ml) and stirred at room temperature for over night. The organic solvent was evaporated and diluted with water. Aqueous 1N HCl aq. (1 ml) was added thereto at room temperature, and the resulted solid was collected and recrystallized from MeOH to afford the intended compound as a... Reactants: CCc1nc2c(cnn2CC)c(NC2CCOCC2)c1CN(C)C(=O)c1cccc(C(=O)NCc2ccc(F)c(-c3cccc(CN4CCN(C(=O)OC(C)(C)C)CC4)c3)c2)c1, ClCCl, O=C(O)C(F)(F)F, [Na+], O=C([O-])O. Yields the product CCc1nc2c(cnn2CC)c(NC2CCOCC2)c1CN(C)C(=O)c1cccc(C(=O)NCc2ccc(F)c(-c3cccc(CN4CCNCC4)c3)c2)c1. As a reaction SMILES: [CH2:1]([CH3:2])[n:3]1[n:4][cH:5][c:6]2[c:7]1[n:8][c:9]([CH2:61][CH3:62])[c:10]([CH2:19][N:20]([C:21](=[O:22])[c:23]1[cH:24][c:25]([C:29](=[O:30])[NH:31][CH2:32][c:33]3[cH:34][cH:35][c:36]([F:59])[c:37](-[c:39]4[cH:40][c:41]([CH2:45][N:46]5[CH2:47][CH2:48][N:49]([C:52]([O:53][C:54]([CH3:55])([CH3:56])[CH3:57])=[O:58])[CH2:50][CH2:51]5)[cH:42][cH:43][cH:44]4)[cH:38]3)[cH:26][cH:27][cH:28]1)[CH3:60])[c:11]2[NH:12][CH:13]1[CH2:14][CH2:15][O:16][CH2:17][CH2:18]1.[Cl:75][CH2:76][Cl:77].[F:63][C:64]([F:65])([F:66])[C:67]([OH:68])=[O:69].[Na+:74].[O-:70][C:71]([OH:72])=[O:73]>>[CH2:1]([CH3:2])[n:3]1[n:4][cH:5][c:6]2[c:7]1[n:8][c:9]([CH2:61][CH3:62])[c:10]([CH2:19][N:20]([C:21](=[O:22])[c:23]1[cH:24][c:25]([C:29](=[O:30])[NH:31][CH2:32][c:33]3[cH:34][cH:35][c:36]([F:59])[c:37](-[c:39]4[cH:40][c:41]([CH2:45][N:46]5[CH2:47][CH2:48][NH:49][CH2:50][CH2:51]5)[cH:42][cH:43][cH:44]4)[cH:38]3)[cH:26][cH:27][cH:28]1)[CH3:60])[c:11]2[NH:12][CH:13]1[CH2:14][CH2:15][O:16][CH2:17][CH2:18]1. Starting materials: NC=1C=C2C=CC(NC2=C(C1)C)=O (6-amino-8-methyl-2-(1H)-quinolone), C(=O)NNC=O (1,2-diformylhydrazine). Product: N=1N=CN(C1)C=1C=C2C=CC(NC2=C(C1)C)=O (6-(1,2,4-triazol-4-yl)-8-methyl-2-(1H)-quinolone). RXN SMILES: [NH2:1][C:2]1[CH:3]=[C:4]2[C:9](=[C:10]([CH3:12])[CH:11]=1)[NH:8][C:7](=[O:13])[CH:6]=[CH:5]2.[CH:14]([NH:16][NH:17][CH:18]=O)=O>>[N:16]1[N:17]=[CH:18][N:1]([C:2]2[CH:3]=[C:4]3[C:9](=[C:10]([CH3:12])[CH:11]=2)[NH:8][C:7](=[O:13])[CH:6]=[CH:5]3)[CH:14]=1. Reported procedure: A mixture of 6-amino-8-methyl-2-(1H)-quinolone (0.485 g) and 1,2-diformylhydrazine (0.245 g) was stirred and heated in a melt at 200° for 1 hour. The residue was then triturated with hot isopropanol, cooled and filtered and the solid residue was recrystallized from chloroform-isopropanol to afford 6-(1,2,4-triazol-4-yl)-8-methyl-2-(1H)-quinolone 0.25H2O, m.p. 369°-371° (0.112 g). The reactants are CN1CCOCC1 (N-methylmorpholine), [Si](C)(C)(C(C)(C)C)O[C@@H]1C([C@@H]2CCC=3C4=CC[C@H]([C@@H](CCC(=O)O)C)[C@]4(CCC3[C@]2(CC1)C)C)(C)C (3β-tert-Butyldimethylsilyloxy-4,4-dimethyl-5α-chola-8,14-dien-24 oic acid), NC1=CC=CC=C1 (aniline). Run in ClCCl (dichloromethane). Reaction conditions: temperature -15 celsius, time 8 hour. The product is C1(=CC=CC=C1)NC(CC[C@@H](C)[C@H]1CC=C2C=3CC[C@H]4C([C@H](CC[C@]4(C)C3CC[C@]12C)O[Si](C)(C)C(C)(C)C)(C)C)=O (3β-tert-butyldimethylsilyloxy-4,4-dimethyl-5α-chola-8,14-dien-24-oic acid-N-phenyl amide). RXN SMILES: [Si:1]([O:8][C@H:9]1[CH2:32][CH2:31][C@@:30]2([CH3:33])[C@@H:11]([CH2:12][CH2:13][C:14]3[C:15]4[C@:26]([CH3:34])([CH2:27][CH2:28][C:29]=32)[C@@H:18]([C@H:19]([CH3:25])[CH2:20][CH2:21][C:22]([OH:24])=O)[CH2:17][CH:16]=4)[C:10]1([CH3:36])[CH3:35])([C:4]([CH3:7])([CH3:6])[CH3:5])([CH3:3])[CH3:2].CN1CCOCC1.[NH2:44][C:45]1[CH:50]=[CH:49][CH:48]=[CH:47][CH:46]=1>ClCCl>[C:45]1([NH:44][C:22](=[O:24])[CH2:21][CH2:20][C@H:19]([C@@H:18]2[C@:26]3([CH3:34])[C:15]([C:14]4[CH2:13][CH2:12][C@@H:11]5[C@:30]([C:29]=4[CH2:28][CH2:27]3)([CH3:33])[CH2:31][CH2:32][C@H:9]([O:8][Si:1]([C:4]([CH3:5])([CH3:6])[CH3:7])([CH3:3])[CH3:2])[C:10]5([CH3:36])[CH3:35])=[CH:16][CH2:17]2)[CH3:25])[CH:50]=[CH:49][CH:48]=[CH:47][CH:46]=1. Reported procedure: 3β-tert-Butyldimethylsilyloxy-4,4-dimethyl-5α-chola-8,14-dien-24 oic acid (0.50 g) is dissolved in 15 ml of dry dichloromethane. After cooling to −15° C., 0.188 ml of N-methylmorpholine and 0.153 ml of isobutylchloroformiate is added and the mixture is stirred at −15° C. for 20 minutes, whereupon 0.44 ml of aniline is added. The mixture is stirred overnight and the temperature is slowly elevated to room temperature. After aqueous work-up and crystallization from methanol, 3β-tert-butyldimethylsi...